From a dataset of the Open Reaction Database (ORD), a public repository of structured organic reaction records. describe an organic reaction: reactants, conditions, products, and yield Starting materials: IC=1C=C2C=C(N(C2=CC1)CC1=CC(=CC=C1)F)C(=O)O (5-iodo-1-[(3-fluorophenyl)methyl]-1H-indole-2-carboxylic acid), ON1N=NC2=C1C=CC=C2 (1-hydroxybenzotriazole), NC=1C=NC(=CC1)N1CCCC1 (3-amino-6-(pyrrolidin-1-yl)pyridine), Cl.CN(CCCN=C=NCC)C (N-(3-dimethylaminopropyl)-N′-ethylcarbodiimide hydrochloride). Solvent: CN(C=O)C (dimethylformamide). Yields the product N1(CCCC1)C1=CC=C(C=N1)NC(=O)C=1N(C2=CC=C(C=C2C1)I)CC1=CC(=CC=C1)F (N-[6-(Pyrrolidin-1-yl)pyridin-3-yl]-5-iodo-1-[(3-fluorophenyl)methyl]-1H-indole-2-carboxamide). Yield: 70.6%. Reaction SMILES: [I:1][C:2]1[CH:3]=[C:4]2[C:8](=[CH:9][CH:10]=1)[N:7]([CH2:11][C:12]1[CH:17]=[CH:16][CH:15]=[C:14]([F:18])[CH:13]=1)[C:6]([C:19]([OH:21])=O)=[CH:5]2.[NH2:22][C:23]1[CH:24]=[N:25][C:26]([N:29]2[CH2:33][CH2:32][CH2:31][CH2:30]2)=[CH:27][CH:28]=1.Cl.CN(C)CCCN=C=NCC.ON1C2C=CC=CC=2N=N1>CN(C)C=O>[N:29]1([C:26]2[N:25]=[CH:24][C:23]([NH:22][C:19]([C:6]3[N:7]([CH2:11][C:12]4[CH:17]=[CH:16][CH:15]=[C:14]([F:18])[CH:13]=4)[C:8]4[C:4]([CH:5]=3)=[CH:3][C:2]([I:1])=[CH:10][CH:9]=4)=[O:21])=[CH:28][CH:27]=2)[CH2:33][CH2:32][CH2:31][CH2:30]1 |f:2.3|. Reported procedure: The compound was prepared according to a process similar to that described in stage 5.4, by reacting 0.3 g (0.76 mmol) of 5-iodo-1-[(3-fluorophenyl)methyl]-1H-indole-2-carboxylic acid, prepared according to the protocol described in stage 8.2, with 148 mg (0.91 mmol) of 3-amino-6-(pyrrolidin-1-yl)pyridine in the presence of 145 mg (0.76 mmol) of N-(3-dimethylaminopropyl)-N′-ethylcarbodiimide hydrochloride (EDAC) and of 105 mg (0.76 mmol) of 1-hydroxybenzotriazole (HOBT) in 5 ml of dimethylformam... The reactants are CCOC(C)=O, O=S(=O)(Nc1ccc(Sc2ccc3ccccc3c2)c(Cl)c1)c1ccc(Cl)nc1, O=C(OO)c1cccc(Cl)c1, ClCCl. Yields the product O=S(c1ccc2ccccc2c1)c1ccc(NS(=O)(=O)c2ccc(Cl)nc2)cc1Cl. Reaction SMILES: [CH3:44][CH2:45][O:46][C:47]([CH3:48])=[O:49].[Cl:1][c:2]1[cH:3][c:4]([NH:19][S:20](=[O:21])(=[O:22])[c:23]2[cH:24][n:25][c:26]([Cl:29])[cH:27][cH:28]2)[cH:5][cH:6][c:7]1[S:8][c:9]1[cH:10][c:11]2[cH:12][cH:13][cH:14][cH:15][c:16]2[cH:17][cH:18]1.[Cl:30][c:31]1[cH:32][c:33]([C:38](=[O:35])[O:39][OH:40])[cH:34][cH:36][cH:37]1.[Cl:41][CH2:42][Cl:43]>>[Cl:1][c:2]1[cH:3][c:4]([NH:19][S:20](=[O:21])(=[O:22])[c:23]2[cH:24][n:25][c:26]([Cl:29])[cH:27][cH:28]2)[cH:5][cH:6][c:7]1[S:8]([c:9]1[cH:10][c:11]2[cH:12][cH:13][cH:14][cH:15][c:16]2[cH:17][cH:18]1)=[O:35].